From a dataset of the Open Reaction Database (ORD), a public repository of structured organic reaction records. describe an organic reaction: reactants, conditions, products, and yield Starting materials: solution, C1(CCCCC1)C[C@@H]1N(C(O[C@H]1C(=O)OC)(C)C)C(=O)OC(C)(C)C (3-t-butyl 5-methyl (4S,5R)-4-(cyclohexylmethyl)-2, 2-dimethyl-3,5-oxazolidinedicarboxylate), [Cl-].[NH4+] (ammonium chloride), C1(=CC=CC=C1)[Li] (phenyllithium). Run in CCOCC (ether), CCOCC (ether). Reaction conditions: time 30 minute. The product is C(C1=CC=CC=C1)(=O)[C@H]1[C@@H](N(C(O1)(C)C)C(=O)OC(C)(C)C)CC1CCCCC1 (t-butyl (4S,5R)-5-benzoyl-4-(cyclohexylmethyl)-2,2-dimethyl-3-oxazolidinecarboxylate). As a reaction SMILES: [C:1]1([Li])[CH:6]=[CH:5][CH:4]=[CH:3][CH:2]=1.[CH:8]1([CH2:14][C@H:15]2[C@H:19]([C:20](OC)=[O:21])[O:18][C:17]([CH3:25])([CH3:24])[N:16]2[C:26]([O:28][C:29]([CH3:32])([CH3:31])[CH3:30])=[O:27])[CH2:13][CH2:12][CH2:11][CH2:10][CH2:9]1.[Cl-].[NH4+]>CCOCC>[C:20]([C@@H:19]1[O:18][C:17]([CH3:24])([CH3:25])[N:16]([C:26]([O:28][C:29]([CH3:32])([CH3:30])[CH3:31])=[O:27])[C@H:15]1[CH2:14][CH:8]1[CH2:9][CH2:10][CH2:11][CH2:12][CH2:13]1)(=[O:21])[C:1]1[CH:6]=[CH:5][CH:4]=[CH:3][CH:2]=1 |f:2.3|. Procedure details: 2.36 ml (2 mmol) of a 0.76N solution of phenyllithium in ether are sprayed at -75° into 355 mg (1 mmol) of 3-t-butyl 5-methyl (4S,5R)-4-(cyclohexylmethyl)-2, 2-dimethyl-3,5-oxazolidinedicarboxylate in 20 ml of ether and the reaction mixture is stirred at this temperature for 30 minutes, subsequently poured into 50 ml of saturated ammonium chloride solution and extracted three times with 150 ml of ether each time. The three ether extracts are washed in succession with in each case 70 ml of 2N sod... Reactants: NC(=O)c1ccc(N2CCCC(NC(=O)c3ccccc3)C2)nc1Nc1ccc(N2CCNCC2)cc1, [BH3-]C#N, CC(C)=O, CO, [Na+]. Product: CC(C)N1CCN(c2ccc(Nc3nc(N4CCCC(NC(=O)c5ccccc5)C4)ccc3C(N)=O)cc2)CC1. As a reaction SMILES: [C:1]([c:2]1[cH:3][cH:4][cH:5][cH:6][cH:7]1)(=[O:8])[NH:9][CH:10]1[CH2:11][N:12]([c:16]2[n:17][c:18]([NH:25][c:26]3[cH:27][cH:28][c:29]([N:32]4[CH2:33][CH2:34][NH:35][CH2:36][CH2:37]4)[cH:30][cH:31]3)[c:19]([C:20](=[O:21])[NH2:22])[cH:23][cH:24]2)[CH2:13][CH2:14][CH2:15]1.[C:42]([BH3-:43])#[N:44].[CH3:38][C:39]([CH3:40])=[O:41].[CH3:46][OH:47].[Na+:45]>>[C:1]([c:2]1[cH:3][cH:4][cH:5][cH:6][cH:7]1)(=[O:8])[NH:9][CH:10]1[CH2:11][N:12]([c:16]2[n:17][c:18]([NH:25][c:26]3[cH:27][cH:28][c:29]([N:32]4[CH2:33][CH2:34][N:35]([CH:39]([CH3:38])[CH3:40])[CH2:36][CH2:37]4)[cH:30][cH:31]3)[c:19]([C:20](=[O:21])[NH2:22])[cH:23][cH:24]2)[CH2:13][CH2:14][CH2:15]1. Reactants: N1=CNC2=C1C=CC(=C2)C(=O)NN (benzimidazol-5-carbohydrazide), ClC1=C(C=CC(=C1)Cl)CCC(=O)O (3-(2,4-dichlorophenyl)propionic acid). Yields the product ClC1=C(CCC2=NN=C(O2)C2=CC3=C(NC=N3)C=C2)C=CC(=C1)Cl (5-(5-(2,4-Dichlorophenethyl)-1,3,4-oxadiazol-2-yl)-1H-benzo[d]imidazole). RXN SMILES: [N:1]1[C:5]2[CH:6]=[CH:7][C:8]([C:10]([NH:12][NH2:13])=[O:11])=[CH:9][C:4]=2[NH:3][CH:2]=1.[Cl:14][C:15]1[CH:20]=[C:19]([Cl:21])[CH:18]=[CH:17][C:16]=1[CH2:22][CH2:23][C:24](O)=O>>[Cl:14][C:15]1[CH:20]=[C:19]([Cl:21])[CH:18]=[CH:17][C:16]=1[CH2:22][CH2:23][C:24]1[O:11][C:10]([C:8]2[CH:7]=[CH:6][C:5]3[NH:1][CH:2]=[N:3][C:4]=3[CH:9]=2)=[N:12][N:13]=1. Procedure details: The compound was synthesized starting from benzimidazol-5-carbohydrazide (176 mg, 1 mmol) and 3-(2,4-dichlorophenyl)propionic acid (220 mg; 1 mmol) as described in method 2; Reactants: N1C(CC2=CC=CC=C12)=O (oxindole), C(C)N(CCCC=1C=C2C=C(NC2=CC1)C=O)CC (5-(3-diethylamino-propyl)-1H-indole-2-carbaldehyde), N1CCCCC1 (piperidine). The solvent is C(C)O (ethanol). Reaction conditions: temperature 95 celsius. The product is C(C)N(CCCC=1C=C2C=C(NC2=CC1)C=C1C(NC2=CC=CC=C12)=O)CC (3-[5-(3-Diethylamino-propyl)-1H-indol-2-ylmethylene]-1,3-dihydro-indol-2-one). Isolated yield 18.3%. Reaction SMILES: [NH:1]1[C:9]2[C:4](=[CH:5][CH:6]=[CH:7][CH:8]=2)[CH2:3][C:2]1=[O:10].[CH2:11]([N:13]([CH2:28][CH3:29])[CH2:14][CH2:15][CH2:16][C:17]1[CH:18]=[C:19]2[C:23](=[CH:24][CH:25]=1)[NH:22][C:21]([CH:26]=O)=[CH:20]2)[CH3:12].N1CCCCC1>C(O)C>[CH2:28]([N:13]([CH2:11][CH3:12])[CH2:14][CH2:15][CH2:16][C:17]1[CH:18]=[C:19]2[C:23](=[CH:24][CH:25]=1)[NH:22][C:21]([CH:26]=[C:3]1[C:4]3[C:9](=[CH:8][CH:7]=[CH:6][CH:5]=3)[NH:1][C:2]1=[O:10])=[CH:20]2)[CH3:29]. Procedure: A mixture of oxindole (26 mg, 0.19 mmol), 5-(3-diethylamino-propyl)-1H-indole-2-carbaldehyde (50 mg, 0.19 mmol) and piperidine(0.1 mL) in ethanol (1 mL) was heated in a sealed tube at 95° C. for 20 hours. The precipitate was collected by vacuum filtration, washed with ethanol and dried to give 13 mg (18%) of the title compound as an orange crystalline solid. Reactants: N(=NC(=O)OCC)C(=O)OCC (Diethyl azodicarboxylate), OC=1C(=C2CCCC(C2=CC1)=O)CS(=O)(=O)C1=CC=CC=C1 (6-Hydroxy-5-[(phenylsulfonyl)methyl]-3,4-dihydro-1(2H)-naphthalenone), N1(C=NC=C1)CC(CCCC)O (1-(1H-imidazol-1-yl)-2-hexanol), C1(=CC=CC=C1)P(C1=CC=CC=C1)C1=CC=CC=C1 (triphenylphosphine). Run at time 5 day. Reaction SMILES: N(C(OCC)=O)=NC(OCC)=O.[OH:13][C:14]1[C:15]([CH2:25][S:26]([C:29]2[CH:34]=[CH:33][CH:32]=[CH:31][CH:30]=2)(=[O:28])=[O:27])=[C:16]2[C:21](=[CH:22][CH:23]=1)[C:20](=[O:24])[CH2:19][CH2:18][CH2:17]2.[N:35]1([CH2:40][CH:41](O)[CH2:42][CH2:43][CH2:44][CH3:45])[CH:39]=[CH:38][N:37]=[CH:36]1.C1(P(C2C=CC=CC=2)C2C=CC=CC=2)C=CC=CC=1>O1CCCC1>[N:35]1([CH2:40][CH:41]([O:13][C:14]2[C:15]([CH2:25][S:26]([C:29]3[CH:34]=[CH:33][CH:32]=[CH:31][CH:30]=3)(=[O:28])=[O:27])=[C:16]3[C:21](=[CH:22][CH:23]=2)[C:20](=[O:24])[CH2:19][CH2:18][CH2:17]3)[CH2:42][CH2:43][CH2:44][CH3:45])[CH:39]=[CH:38][N:37]=[CH:36]1. Solvent: O1CCCC1 (tetrahydrofuran). Yield: 62.0%. Yields the product N1(C=NC=C1)CC(CCCC)OC=1C(=C2CCCC(C2=CC1)=O)CS(=O)(=O)C1=CC=CC=C1 (6-{[1-(1H-imidazol-1-ylmethyl)pentyl]oxy}-5-[(phenylsulfonyl)methyl]-3,4-dihydro-1(2H)-naphthalenone). Procedure: Diethyl azodicarboxylate (0.16 mL, 0.99 mmol) was added over 10 min to a mixture of 6-Hydroxy-5-[(phenylsulfonyl)methyl]-3,4-dihydro-1(2H)-naphthalenone (300 mg, 0.99 mmol), 1-(1H-imidazol-1-yl)-2-hexanol (166 mg, 1.08 mmol), triphenylphosphine (259 mg, 0.99 mmol) and tetrahydrofuran (2 mL) under nitrogen. The resulting mixture was stirred for 5 d, whereupon it was concentrated and the residue was purified by dry-flash column chromatography (SiO2, 1-9% 2-propanol-dichloromethane) to give 6-{[1-(...